Dataset: the Open Reaction Database (ORD), a public repository of structured organic reaction records. Task: describe an organic reaction: reactants, conditions, products, and yield As a reaction SMILES: [C:1]([CH2:4][CH2:5][CH2:6][O:7][C:8]1[CH:9]=[C:10]2[C:15](=[CH:16][CH:17]=1)[NH:14][C:13](=[O:18])[CH2:12][CH2:11]2)([OH:3])=O.ClC(OCC(C)C)=O.[OH:27][CH2:28][CH2:29][NH:30][CH:31]1[CH2:36][CH2:35][CH2:34][CH2:33][CH2:32]1>C(Cl)(Cl)Cl>[OH:27][CH2:28][CH2:29][N:30]([CH:31]1[CH2:36][CH2:35][CH2:34][CH2:33][CH2:32]1)[C:1]([CH2:4][CH2:5][CH2:6][O:7][C:8]1[CH:9]=[C:10]2[C:15](=[CH:16][CH:17]=1)[NH:14][C:13](=[O:18])[CH2:12][CH2:11]2)=[O:3]. Procedure: Into 100 ml of chloroform were added 2.5 g of 6-(3-carboxypropoxy)-3,4-dihydrocarbostyril and 1.65 g of 1,8-diazabicyclo[5,4,0]undecene-7. The outside of the reaction vessel containing the above mentioned mixture was ice-cooled and 1.5 ml of isobutyl chloroformate was added dropwise to the mixture under stirring condition. After the addition operation, stirring was continued for 30 minutes and 2.0 g of N-(2-hydroxyethyl)cyclohexylamine was added to the reaction mixture and further stirred at a r... The product is OCCN(C(=O)CCCOC=1C=C2CCC(NC2=CC1)=O)C1CCCCC1 (6-{3-[N-(2-hydroxyethyl)-N-cyclohexylaminocarbonyl]propoxy}-3,4-dihydrocarbostyril). Reactants: C(=O)(O)CCCOC=1C=C2CCC(NC2=CC1)=O (6-(3-carboxypropoxy)-3,4-dihydrocarbostyril), 1,8-diazabicyclo[5,4,0]undecene-7, OCCNC1CCCCC1 (N-(2-hydroxyethyl)cyclohexylamine), ClC(=O)OCC(C)C (isobutyl chloroformate). Run in C(Cl)(Cl)Cl (chloroform). Run at time 30 minute. Yield: 55.9%. Procedure details: p-Methoxybenzenesulfonyl chloride, 2.0 mol, anhydrous stannic chloride, 2.25 mol, 1-methoxynaphthalene, 2.25 mol, and 3 1 of o-dichlorobenzene were mixed at room temperature under nitrogen. The mixture was stirred at room temperature overnight (ca 7 hours needed) and decomposed with 3N hydrochloric acid. The organic layer was diluted with 1250 ml of nitromethane and washed with 2 portions of 1N hydrochloric acid followed by pure water. The organic layer was treated with magnesium sulfate, filter... The solvent is [N+](=O)([O-])C (nitromethane). Yield: 88.0%. Reaction conditions: time 8 hour. The reactants are COC1=CC=C(C=C1)S(=O)(=O)Cl (p-Methoxybenzenesulfonyl chloride), stannic chloride, COC1=CC=CC2=CC=CC=C12 (1-methoxynaphthalene), ClC1=C(C=CC=C1)Cl (o-dichlorobenzene), Cl (hydrochloric acid). Product: COC1=CC=C(C2=CC=CC=C12)S(=O)(=O)C1=CC=C(C=C1)OC (4-Methoxyphenyl 4-methoxy-1-naphthyl sulfone). Reaction SMILES: [CH3:1][O:2][C:3]1[CH:8]=[CH:7][C:6]([S:9](Cl)(=[O:11])=[O:10])=[CH:5][CH:4]=1.[CH3:13][O:14][C:15]1[C:24]2[C:19](=[CH:20][CH:21]=[CH:22][CH:23]=2)[CH:18]=[CH:17][CH:16]=1.ClC1C=CC=CC=1Cl.Cl>[N+](C)([O-])=O>[CH3:13][O:14][C:15]1[C:24]2[C:19](=[CH:20][CH:21]=[CH:22][CH:23]=2)[C:18]([S:9]([C:6]2[CH:5]=[CH:4][C:3]([O:2][CH3:1])=[CH:8][CH:7]=2)(=[O:11])=[O:10])=[CH:17][CH:16]=1.